This data is from the Open Reaction Database (ORD), a public repository of structured organic reaction records. The task is: describe an organic reaction: reactants, conditions, products, and yield Reactants: C[P+](c1ccccc1)(c1ccccc1)c1ccccc1, COC(=O)c1cc2cc(C=O)ccc2s1, [I-]. Product: C=Cc1ccc2sc(C(=O)OC)cc2c1. As a reaction SMILES: [CH3:17][P+:18]([c:19]1[cH:20][cH:21][cH:22][cH:23][cH:24]1)([c:25]1[cH:26][cH:27][cH:28][cH:29][cH:30]1)[c:31]1[cH:32][cH:33][cH:34][cH:35][cH:36]1.[CH:1](=[O:2])[c:3]1[cH:4][c:5]2[c:6]([s:7][c:8]([C:10](=[O:11])[O:12][CH3:13])[cH:9]2)[cH:14][cH:15]1.[I-:16]>>[CH:1]([c:3]1[cH:4][c:5]2[c:6]([s:7][c:8]([C:10](=[O:11])[O:12][CH3:13])[cH:9]2)[cH:14][cH:15]1)=[CH2:17]. Starting materials: O=C(Cc1ccc(Cl)cc1)c1ccc(Cl)cc1, O=C(O)Cc1ccc(Cl)cc1, O=S(Cl)Cl. Product: O=C(Cl)Cc1ccc(Cl)cc1. Reaction SMILES: [Cl:1][c:2]1[cH:3][cH:4][c:5]([C:8](=[O:9])[CH2:10][c:11]2[cH:12][cH:13][c:14]([Cl:17])[cH:15][cH:16]2)[cH:6][cH:7]1.[OH:18][C:19]([CH2:20][c:21]1[cH:22][cH:23][c:24]([Cl:26])[cH:25][cH:27]1)=[O:28].[S:29]([Cl:30])([Cl:31])=[O:32]>>[C:8](=[O:9])([CH2:10][c:11]1[cH:12][cH:13][c:14]([Cl:17])[cH:15][cH:16]1)[Cl:26]. Starting materials: O=C([O-])[O-], CN(C)C=O, CCOC(C)=O, CI, [K+], [K+], O=C1CCCCc2ccc(O)cc21. Yields the product COc1ccc2c(c1)C(=O)CCCC2. Reaction SMILES: [C:14](=[O:15])([O-:16])[O-:17].[CH3:22][N:23]([CH3:24])[CH:25]=[O:26].[CH3:27][CH2:28][O:29][C:30](=[O:31])[CH3:32].[I:20][CH3:21].[K+:18].[K+:19].[OH:1][c:2]1[cH:3][c:4]2[c:5]([cH:12][cH:13]1)[CH2:6][CH2:7][CH2:8][CH2:9][C:10]2=[O:11]>>[O:1]([c:2]1[cH:3][c:4]2[c:5]([cH:12][cH:13]1)[CH2:6][CH2:7][CH2:8][CH2:9][C:10]2=[O:11])[CH3:14]. Reactants: CCN(C(C)C)C(C)C (Hunig's base), ClC1=C(C(=CC=C1C)Cl)NC1=C(C=CC=C1)\C=C/1\C(NC(S1)=S)=O ((Z)-5-[[2-[(2,6-dichloro-3-methylphenyl)amino]phenyl]methylene]-2-thioxo-4-thiazolidinone), IC (iodomethane). The solvent is C(C)O (ethanol). Run at time 8 hour. Product: ClC1=C(C(=CC=C1C)Cl)NC1=C(C=CC=C1)\C=C/1\C(N=C(S1)SC)=O ((Z)-5-[[2-[(2,6-dichloro-3-methylphenyl)amino]phenyl]methylene]-2-(methylthio)-4(5 H)-thiazolone). Isolated yield 86.9%. RXN SMILES: [Cl:1][C:2]1[C:7]([CH3:8])=[CH:6][CH:5]=[C:4]([Cl:9])[C:3]=1[NH:10][C:11]1[CH:16]=[CH:15][CH:14]=[CH:13][C:12]=1/[CH:17]=[C:18]1/[C:19](=[O:24])[NH:20][C:21](=[S:23])[S:22]/1.[CH3:25]CN(C(C)C)C(C)C.IC>C(O)C>[Cl:1][C:2]1[C:7]([CH3:8])=[CH:6][CH:5]=[C:4]([Cl:9])[C:3]=1[NH:10][C:11]1[CH:16]=[CH:15][CH:14]=[CH:13][C:12]=1/[CH:17]=[C:18]1/[C:19](=[O:24])[N:20]=[C:21]([S:23][CH3:25])[S:22]/1. Procedure: To room temperature suspension of (Z)-5-[[2-[(2,6-dichloro-3-methylphenyl)amino]phenyl]methylene]-2-thioxo-4-thiazolidinone (3.177 g, 8.04 mmols) in 125 mL of ethanol is added Hunig's base (1.57 mL, 9.03 mmols) followed by iodomethane (600 μL, 9.63 mmols). After stirring at room temperature overnight the yellow solid is collected by filtration to give 2.861 g (87%) of (Z)-5-[[2-[(2,6-dichloro-3-methylphenyl)amino]phenyl]methylene]-2-(methylthio)-4(5 H)-thiazolone. An analytical sample is obtaine... Reported procedure: 5-Chloro-2-(4-fluorophenyl)-1-(2-methylsulfinyl-4-pyrimidinyl)imidazo[4,5-b]pyridine (200 mg 0.52 mmol) and cyclopentylamine (1 ml) are heated to 80° C. for 1 h, evaporated and purified by SiO2 chromatography (acetone/cyclohexane 10/90 to 20/80) to yield the title compound as white crystals (50 mg 24%). Yield: 38.8%. Starting materials: ClC1=CC=C2C(=N1)N=C(N2C2=NC(=NC=C2)S(=O)C)C2=CC=C(C=C2)F (5-Chloro-2-(4-fluorophenyl)-1-(2-methylsulfinyl-4-pyrimidinyl)imidazo[4,5-b]pyridine), C1(CCCC1)N (cyclopentylamine). Product: ClC1=CC=C2C(=N1)N=C(N2)C2=CC=C(C=C2)F (5-Chloro-2-(4-fluorophenyl)imidazo-[4,5-b]pyridine). Reaction SMILES: [Cl:1][C:2]1[N:7]=[C:6]2[N:8]=[C:9]([C:20]3[CH:25]=[CH:24][C:23]([F:26])=[CH:22][CH:21]=3)[N:10](C3C=CN=C(S(C)=O)N=3)[C:5]2=[CH:4][CH:3]=1.C1(N)CCCC1>>[Cl:1][C:2]1[N:7]=[C:6]2[N:8]=[C:9]([C:20]3[CH:21]=[CH:22][C:23]([F:26])=[CH:24][CH:25]=3)[NH:10][C:5]2=[CH:4][CH:3]=1. The reactants are NC1=NC(=C2C(=N1)N(N=C2)CC(=O)O)C=2OC=CC2 (6-amino-4-(2-furyl)-1H-pyrazolo[3,4-d]pyrimidin-1-ylacetic acid), C(=O)(C=1NC=CN1)C=1NC=CN1 (carbonyl diimidazole), NC1=NC=CC=C1 (2-aminopyridine). Run in O (water), CN(C)C=O (DMF). Reaction conditions: time 2 hour. The product is NC1=NC(=C2C(=N1)N(N=C2)CC(=O)NC2=NC=CC=C2)C=2OC=CC2 (6-Amino-4-(2-furyl)-N-(2-pyridyl)-1H-pyrazolo[3,4-d]pyrimidin-1-ylacetamide). Yield: 72.4%. RXN SMILES: [NH2:1][C:2]1[N:7]=[C:6]2[N:8]([CH2:11][C:12]([OH:14])=O)[N:9]=[CH:10][C:5]2=[C:4]([C:15]2[O:16][CH:17]=[CH:18][CH:19]=2)[N:3]=1.[C:20]([C:27]1[NH:28][CH:29]=[CH:30][N:31]=1)([C:22]1NC=CN=1)=O.NC1C=CC=CN=1>CN(C=O)C.O>[NH2:1][C:2]1[N:7]=[C:6]2[N:8]([CH2:11][C:12]([NH:28][C:27]3[CH:20]=[CH:22][CH:29]=[CH:30][N:31]=3)=[O:14])[N:9]=[CH:10][C:5]2=[C:4]([C:15]2[O:16][CH:17]=[CH:18][CH:19]=2)[N:3]=1. Reported procedure: A solution of 6-amino-4-(2-furyl)-1H-pyrazolo[3,4-d]pyrimidin-1-ylacetic acid (200 mg, 0.77 mmol) in DMF (3 mL) was treated with carbonyl diimidazole (125 mg, 0.77 mmol), stirred at room temperature for 2 h, treated with 2-aminopyridine (72 mg, 0.77 mmol), heated to 50° C. for 3 h, cooled and diluted with water. The resulting white solid was filtered, suspended in MeOH, treated with HCl in dioxan (4-M, 1 mL) diluted with diethyl ether and filtered to give the title compound (187 mg, 59%) as a ye...